Dataset: the Open Reaction Database (ORD), a public repository of structured organic reaction records. Task: describe an organic reaction: reactants, conditions, products, and yield Procedure details: A solution of (S)-perhydro-azepine-2-carboxylic acid (5-tert-butyl-isoxazol-3-yl)-amide hydrochloride (0.30 g, 1.13 mmol), DIPEA (0.32 g, 2.48 mmol) and DMAP (16.0 mg, 0.13 mmol) is stirred at room temperature for 15 minutes. 1,1-Dioxo-1λ6-thiomorpholine-4-carbonyl chloride (0.27 g, 1.35 mmol) (prepared according to method M step 1) is added drop wise at 0° C. to the reaction mixture that is slowly warmed up to room temperature and stirred for 14 hours. The reaction mixture is diluted with EtOAc... The solvent is CCOC(=O)C (EtOAc). Run at time 14 hour. Yields the product C(C)(C)(C)C1=CC(=NO1)NC(=O)[C@H]1N(CCCCC1)C(=O)N1CCS(CC1)(=O)=O ((S)-1-(1,1-Dioxo-1λ6-thiomorpholine-4-carbonyl)-perhydro-azepine-2-carboxylic acid (5-tert-butyl-isoxazol-3-yl)-amide). Reaction SMILES: Cl.[C:2]([C:6]1[O:10][N:9]=[C:8]([NH:11][C:12]([C@@H:14]2[CH2:20][CH2:19][CH2:18][CH2:17][CH2:16][NH:15]2)=[O:13])[CH:7]=1)([CH3:5])([CH3:4])[CH3:3].CCN(C(C)C)C(C)C.[O:30]=[S:31]1(=[O:40])[CH2:36][CH2:35][N:34]([C:37](Cl)=[O:38])[CH2:33][CH2:32]1>CN(C1C=CN=CC=1)C.CCOC(C)=O>[C:2]([C:6]1[O:10][N:9]=[C:8]([NH:11][C:12]([C@@H:14]2[CH2:20][CH2:19][CH2:18][CH2:17][CH2:16][N:15]2[C:37]([N:34]2[CH2:35][CH2:36][S:31](=[O:40])(=[O:30])[CH2:32][CH2:33]2)=[O:38])=[O:13])[CH:7]=1)([CH3:5])([CH3:3])[CH3:4] |f:0.1|. The reagents and catalysts are CN(C)C=1C=CN=CC1 (DMAP). The reactants are Cl.C(C)(C)(C)C1=CC(=NO1)NC(=O)[C@H]1NCCCCC1 ((S)-perhydro-azepine-2-carboxylic acid (5-tert-butyl-isoxazol-3-yl)-amide hydrochloride), CCN(C(C)C)C(C)C (DIPEA), O=S1(CCN(CC1)C(=O)Cl)=O (1,1-Dioxo-1λ6-thiomorpholine-4-carbonyl chloride). Reactants: CO, CCOC(C)=O, COc1cc(S(=O)(=O)c2ccccc2)ccc1[N+](=O)[O-], O=C[O-], [NH4+], O. The product is COc1cc(S(=O)(=O)c2ccccc2)ccc1N. RXN SMILES: [CH3:26][OH:27].[CH3:28][CH2:29][O:30][C:31](=[O:32])[CH3:33].[CH3:5][O:6][c:7]1[c:8]([N+:22]([O-:23])=[O:24])[cH:9][cH:10][c:11]([S:13](=[O:14])(=[O:15])[c:16]2[cH:17][cH:18][cH:19][cH:20][cH:21]2)[cH:12]1.[CH:1]([O-:2])=[O:3].[NH4+:4].[OH2:25]>>[CH3:5][O:6][c:7]1[c:8]([NH2:22])[cH:9][cH:10][c:11]([S:13](=[O:14])(=[O:15])[c:16]2[cH:17][cH:18][cH:19][cH:20][cH:21]2)[cH:12]1. Reactants: CS, CN(C)C=O, N#Cc1ccc(-c2ccc(C(F)(F)F)cc2)cc1F, [Na], O. RXN SMILES: [CH3:20][SH:21].[CH3:24][N:25]([CH3:26])[CH:27]=[O:28].[F:1][c:2]1[c:3]([C:4]#[N:5])[cH:6][cH:7][c:8](-[c:10]2[cH:11][cH:12][c:13]([C:16]([F:17])([F:18])[F:19])[cH:14][cH:15]2)[cH:9]1.[Na:22].[OH2:23]>>[c:2]1([S:21][CH3:20])[c:3]([C:4]#[N:5])[cH:6][cH:7][c:8](-[c:10]2[cH:11][cH:12][c:13]([C:16]([F:17])([F:18])[F:19])[cH:14][cH:15]2)[cH:9]1. The product is CSc1cc(-c2ccc(C(F)(F)F)cc2)ccc1C#N. Reactants: CC(NC(=O)OCc1ccccc1)C(=O)O, Cc1ccc(N)c(C)c1. The reagents and catalysts are CC(C)COC(=O)Cl (IBCF), CN1CCOCC1 (NMM). The solvent is CN(C)C=O (DMF), CN(C)C=O (DMF), CN(C)C=O (DMF), CN(C)C=O (DMF), CN(C)C=O (DMF), CN(C)C=O (DMF). Conditions: temperature 25 celsius, time 2 hour. Product: Cc1ccc(NC(=O)C(C)NC(=O)OCc2ccccc2)c(C)c1. Isolated yield 8.4%. RXN SMILES: Cc1ccc(N)c(C)c1.CC(NC(=O)OCc1ccccc1)C(=O)O.CC(C)COC(=O)Cl.CN1CCOCC1.CN(C)C=O>>Cc1ccc(NC(=O)C(C)NC(=O)OCc2ccccc2)c(C)c1.